Dataset: the Open Reaction Database (ORD), a public repository of structured organic reaction records. Task: describe an organic reaction: reactants, conditions, products, and yield Starting materials: CC(C)O (2-propanol), CC(O)C=1N=C(NC1C)CCC (α,5-dimethyl-2-n-propyl-4-imidazolemethanol), O (water), CC(=O)C.OS(=O)(=O)O.O=[Cr](=O)=O (Jones' reagent). Solvent: CC(=O)C (acetone). Run at time 1 hour. Yields the product C(CC)C=1NC(=C(N1)C(=O)C)C (Methyl 2-n-propyl-5-methyl-4-imidazolyl ketone). Reaction SMILES: [CH3:1][CH:2]([C:4]1[N:5]=[C:6]([CH2:10][CH2:11][CH3:12])[NH:7][C:8]=1[CH3:9])[OH:3].CC(C)=O.OS(O)(=O)=O.O=[Cr](=O)=O.O.CC(O)C>CC(C)=O>[CH2:10]([C:6]1[NH:7][C:8]([CH3:9])=[C:4]([C:2]([CH3:1])=[O:3])[N:5]=1)[CH2:11][CH3:12] |f:1.2.3|. Reported procedure: A suspension of 86.2 g. of α,5-dimethyl-2-n-propyl-4-imidazolemethanol in 2.16 liters of acetone is stirred in an ice bath and 430.9 ml. of Jones' reagent (120 g. of chromium trioxide, 257 ml. of water, 106.7 ml. of concentrated sulfuric acid, combined and diluted to 461.7 ml. with water) is dripped in at 20°-30° C. internal temperature over a period of one hour. Stirring is continued for 30 miuntes after the addition is complete, then 256 ml. of water were added. The reaction is then cooled in ... Starting materials: C(C)OC(CC=1N=C(SC1)C=1C=NN(C1C1=CC=C(C=C1)F)C(F)F)=O (ethyl(2-[1-(difluoromethyl)-5-(4-fluorophenyl)-1H-pyrazol-4-yl]-1,3-thiazol-4-yl)acetate), [OH-].[Na+] (sodium hydroxide), Cl (hydrochloric acid). Run in C(C)O (ethanol). Product: FC(N1N=CC(=C1C1=CC=C(C=C1)F)C=1SC=C(N1)CC(=O)O)F ((2-[1-(difluoromethyl)-5-(4-fluorophenyl)-1H-pyrazol-4-yl]-1,3-thiazol-4-yl)acetic acid). Yield: 90.6%. As a reaction SMILES: C([O:3][C:4](=[O:26])[CH2:5][C:6]1[N:7]=[C:8]([C:11]2[CH:12]=[N:13][N:14]([CH:23]([F:25])[F:24])[C:15]=2[C:16]2[CH:21]=[CH:20][C:19]([F:22])=[CH:18][CH:17]=2)[S:9][CH:10]=1)C.[OH-].[Na+].Cl>C(O)C>[F:25][CH:23]([F:24])[N:14]1[C:15]([C:16]2[CH:17]=[CH:18][C:19]([F:22])=[CH:20][CH:21]=2)=[C:11]([C:8]2[S:9][CH:10]=[C:6]([CH2:5][C:4]([OH:26])=[O:3])[N:7]=2)[CH:12]=[N:13]1 |f:1.2|. Procedure details: To a solution of the compound (0.380 g, 1.00 mmol) obtained in step 5 in ethanol (4.0 mL) was added 6N aqueous sodium hydroxide solution (0.500 mL, 2.99 mmol) at room temperature, and the mixture was heated under reflux for 30 min. After cooling to room temperature, concentrated hydrochloric acid was added until the mixture became pH 6. The reaction mixture was extracted with dichloromethane. The organic layer was washed with saturated brine and dried, and the solvent was evaporated under reduce...